Dataset: the Open Reaction Database (ORD), a public repository of structured organic reaction records. Task: describe an organic reaction: reactants, conditions, products, and yield Starting materials: C(=O)O.O (formic acid water), C1(C=2C(C(N1CC(=O)Cl)=O)=CC=CC2)=O (phthalimidoacetyl chloride), C(C)(=O)OCC=1CS[C@H]2N(C1C(=O)O)C(C2NC(C(=NO)C=2N=C(SC2)NC(C2=CC=CC=C2)(C2=CC=CC=C2)C2=CC=CC=C2)=O)=O.C(C)NCC (diethylamine 3-acetoxymethyl-7-[2-(2-tritylamino-4-thiazolyl)-2-hydroxyimino-acetamido]-ceph-3-eme-4-carboxylate), C(C)(C)OC(C)C (isopropyl ether). Reaction SMILES: [C:1]1(=[O:15])[N:5]([CH2:6][C:7](Cl)=[O:8])[C:4](=[O:10])[C:3]2=[CH:11][CH:12]=[CH:13][CH:14]=[C:2]12.[C:16]([O:19][CH2:20][C:21]1[CH2:22][S:23][C@@H:24]2[CH:31]([NH:32][C:33](=[O:62])[C:34]([C:37]3[N:38]=[C:39]([NH:42]C(C4C=CC=CC=4)(C4C=CC=CC=4)C4C=CC=CC=4)[S:40][CH:41]=3)=[N:35][OH:36])[C:30](=[O:63])[N:25]2[C:26]=1[C:27]([OH:29])=[O:28])(=[O:18])[CH3:17].C(NCC)C.C(OC(C)C)(C)C.C(O)=O.O>C(Cl)Cl.O>[C:16]([O:19][CH2:20][C:21]1[CH2:22][S:23][C@@H:24]2[CH:31]([NH:32][C:33](=[O:62])[C:34](=[N:35][O:36][C:7](=[O:8])[CH2:6][N:5]3[C:4](=[O:10])[C:3]4=[CH:11][CH:12]=[CH:13][CH:14]=[C:2]4[C:1]3=[O:15])[C:37]3[N:38]=[C:39]([NH2:42])[S:40][CH:41]=3)[C:30](=[O:63])[N:25]2[C:26]=1[C:27]([OH:29])=[O:28])(=[O:18])[CH3:17] |f:1.2,4.5|. Procedure details: 0.335 g of phthalimidoacetyl chloride were added to a suspension of 0.756 g of the syn isomer of diethylamine 3-acetoxymethyl-7-[2-(2-tritylamino-4-thiazolyl)-2-hydroxyimino-acetamido]-ceph-3-eme-4-carboxylate in 4 ml of methylene chloride and after standing at room temperature for 5 minutes, 10 ml of isopropyl ether was added to the mixture. The mixture was vacuum filtered and the recovered product was empasted with water and was dried to obtain a raw product. The product in 2 ml of a 2-1 formi... Solvent: 2-1, O (water), C(Cl)Cl (methylene chloride). The product is C(C)(=O)OCC=1CS[C@H]2N(C1C(=O)O)C(C2NC(C(C=2N=C(SC2)N)=NOC(CN2C(C=1C(C2=O)=CC=CC1)=O)=O)=O)=O (3-acetoxymethyl-7-[2 -(2-amino-4-thiazolyl)-2-phthalimidoacetoxyiminoacetamido]-ceph-3-eme-4-carboxylic acid). Conditions: time 5 minute.